describe an organic reaction: reactants, conditions, products, and yield From a dataset of the Open Reaction Database (ORD), a public repository of structured organic reaction records. Reactants: FC1=CC=C2C(=CNC2=C1)C1C(CC(CC1=O)(C)C)=O (2-(6-fluoro-1H-indol-3-yl)-5,5-dimethylcyclohexane-1,3-dione), NC1=C(C(=O)O)C=C(C(=C1)F)F (2-amino-4,5-difluorobenzoic acid), C(C=1C(N)=CC=CC1)(=O)O (anthranilic acid). Yields the product FC=1C(=CC2=C(C1)NC=1C(=NC=3CC(CC(C3C12)=O)(C)C)C)F (9,10-difluoro-3,3,6-trimethyl-2,3,4,7-tetrahydroindolo[2,3-c]quinolin-1-one). Reaction SMILES: [F:1][C:2]1[CH:10]=[C:9]2[C:5]([C:6]([CH:11]3[C:16](=[O:17])[CH2:15][C:14]([CH3:19])([CH3:18])[CH2:13][C:12]3=O)=[CH:7][NH:8]2)=[CH:4][CH:3]=1.NC1C=C([F:31])C(F)=CC=1C(O)=O.C(O)(=O)[C:34]1[C:35](=CC=CC=1)[NH2:36]>>[F:1][C:2]1[C:3]([F:31])=[CH:4][C:5]2[C:6]3[C:11]4[C:16](=[O:17])[CH2:15][C:14]([CH3:18])([CH3:19])[CH2:13][C:12]=4[N:36]=[C:35]([CH3:34])[C:7]=3[NH:8][C:9]=2[CH:10]=1. Procedure details: Utilizing the procedures described in Example 3 a-c except substituting 2-(5,6-difluoro-1H-indol-3-yl)-5,5-dimethyl-cyclohexane-1,3-dione for 2-(6-fluoro-1H-indol-3-yl)-5,5-dimethylcyclohexane-1,3-dione in step 3a, and 2-amino-4,5-difluorobenzoic acid for anthranilic acid in step 1a of Example 1, the title compound was prepared and crystallized from toluene; m.p. 260-252° C. Reactants: CC(c1c(O)ccc(F)c1Cl)c1cn(C(=O)OC(C)(C)C)c2ncc(Br)cc12, O=C([O-])[O-], Cc1ccc(S(=O)(=O)OCC2COC(C)(C)O2)cc1, CCOC(C)=O, CO, [K+], [K+], CN(C)C=O. As a reaction SMILES: [Br:1][c:2]1[cH:3][c:4]2[c:5]([n:6][cH:7]1)[n:8]([C:22](=[O:23])[O:24][C:25]([CH3:26])([CH3:27])[CH3:28])[cH:9][c:10]2[CH:11]([CH3:12])[c:13]1[c:14]([Cl:21])[c:15]([F:20])[cH:16][cH:17][c:18]1[OH:19].[C:29](=[O:30])([O-:31])[O-:32].[CH3:35][c:36]1[cH:37][cH:38][c:39]([S:40]([O:41][CH2:46][CH:47]2[O:48][C:49]([CH3:52])([CH3:53])[O:50][CH2:51]2)(=[O:42])=[O:43])[cH:44][cH:45]1.[CH3:54][CH2:55][O:56][C:57]([CH3:58])=[O:59].[CH3:65][OH:66].[K+:33].[K+:34].[O:60]=[CH:61][N:62]([CH3:63])[CH3:64]>>[Br:1][c:2]1[cH:3][c:4]2[c:5]([n:6][cH:7]1)[n:8]([C:22](=[O:23])[O:24][C:25]([CH3:26])([CH3:27])[CH3:28])[cH:9][c:10]2[CH:11]([CH3:12])[c:13]1[c:14]([Cl:21])[c:15]([F:20])[cH:16][cH:17][c:18]1[O:19][CH2:46][CH:47]1[O:48][C:49]([CH3:52])([CH3:53])[O:50][CH2:51]1. The product is CC(c1c(OCC2COC(C)(C)O2)ccc(F)c1Cl)c1cn(C(=O)OC(C)(C)C)c2ncc(Br)cc12.